Dataset: the Open Reaction Database (ORD), a public repository of structured organic reaction records. Task: describe an organic reaction: reactants, conditions, products, and yield Starting materials: C[C@H](CCCCCOC(C)C1=CC=C(C=C1)O)CC ((+)-4-(1-(6-(S)-methyloctyloxy)ethyl)phenol), C(CCCCCCC)OC1=CC=C(C(=O)Cl)C=C1 (4-octyloxybenzoic acid chloride). The product is C(CCCCCCC)OC1=CC=C(C(=O)OC2=CC=C(C=C2)C(C)OCCCCC[C@H](CC)C)C=C1 ((+)-4-(1-(6(S)-methyloctyloxy)ethyl)phenyl 4-octyloxy-benzoate). As a reaction SMILES: [CH3:1][C@@H:2]([CH2:18][CH3:19])[CH2:3][CH2:4][CH2:5][CH2:6][CH2:7][O:8][CH:9]([C:11]1[CH:16]=[CH:15][C:14]([OH:17])=[CH:13][CH:12]=1)[CH3:10].[CH2:20]([O:28][C:29]1[CH:37]=[CH:36][C:32]([C:33](Cl)=[O:34])=[CH:31][CH:30]=1)[CH2:21][CH2:22][CH2:23][CH2:24][CH2:25][CH2:26][CH3:27]>>[CH2:20]([O:28][C:29]1[CH:30]=[CH:31][C:32]([C:33]([O:17][C:14]2[CH:13]=[CH:12][C:11]([CH:9]([O:8][CH2:7][CH2:6][CH2:5][CH2:4][CH2:3][C@@H:2]([CH3:1])[CH2:18][CH3:19])[CH3:10])=[CH:16][CH:15]=2)=[O:34])=[CH:36][CH:37]=1)[CH2:21][CH2:22][CH2:23][CH2:24][CH2:25][CH2:26][CH3:27]. Procedure: The procedure of Example 26 was followed except for use of (+)-4-(1-(6-(S)-methyloctyloxy)ethyl)phenol in place of (+)-4-(1-methoxyethyl)phenol and 4-octyloxybenzoic acid chloride in place of 4'-octyloxy-4-biphenylcarboxylic acid chloride to obtain (+)-4-(1-(6(S)-methyloctyloxy)ethyl)phenyl 4-octyloxy-benzoate. [α]D20 =+44.0° (c=1, CHCl3)